This data is from the Open Reaction Database (ORD), a public repository of structured organic reaction records. The task is: describe an organic reaction: reactants, conditions, products, and yield Starting materials: CCS (EtSH), C(C1=CC=CC=C1)OC(=O)N[C@@H](C(=O)O)C(C)C ((R)-2-benzyloxycarbonylamino-3-methyl-butyric acid), C1(CCCCC1)N=C=NC1CCCCC1 (Dicyclohexylcarbodiimide). Reagents/catalysts: CN(C)C=1C=CN=CC1 (DMAP). Run in C(Cl)Cl (CH2Cl2). Conditions: time 30 minute. Product: C(C)SC([C@@H](C(C)C)NC(=O)OCC1=CC=CC=C1)=O ((R)-2-benzyloxycarbonylamino-3-methyl-thiobutyric acid S-ethyl ester). The yield is 88.2%. As a reaction SMILES: [CH2:1]([O:8][C:9]([NH:11][C@H:12]([CH:16]([CH3:18])[CH3:17])[C:13]([OH:15])=O)=[O:10])[C:2]1[CH:7]=[CH:6][CH:5]=[CH:4][CH:3]=1.[CH3:19][CH2:20][SH:21].C1(N=C=NC2CCCCC2)CCCCC1>C(Cl)Cl.CN(C1C=CN=CC=1)C>[CH2:20]([S:21][C:13](=[O:15])[C@H:12]([NH:11][C:9]([O:8][CH2:1][C:2]1[CH:3]=[CH:4][CH:5]=[CH:6][CH:7]=1)=[O:10])[CH:16]([CH3:18])[CH3:17])[CH3:19]. Procedure details: To a solution containing (R)-2-benzyloxycarbonylamino-3-methyl-butyric acid (5.0 g, 20.0 mmol) in anhydrous CH2Cl2 (20 mL) is added DMAP (258 mg, 2.0 mmol) followed by chilled EtSH (1.6 mL, 22.0 mmol). Dicyclohexylcarbodiimide (4.5 g, 22.0 mmol) is added in one portion and the reaction is complete after 30 min. The solid material is removed by vacuum filtration and the filtrate is concentrated. The crude product is purified by flash silica gel chromatography (hexane to 8:1 hexane/EtOAc) to provi...